This data is from the Open Reaction Database (ORD), a public repository of structured organic reaction records. The task is: describe an organic reaction: reactants, conditions, products, and yield Starting materials: C1(=CC=CC=C1)C1(CCC(CC1)=O)C1=CC=CC=C1 (4,4-diphenylcyclohexanone), crude product, BrC1C(CCC(C1)C(C)C)=O (2-bromo-4-isopropyl-cyclohexanone). Yields the product BrC1C(CCC(C1)(C1=CC=CC=C1)C1=CC=CC=C1)=O (2-bromo-4,4-diphenylcyclohexanone). Reaction SMILES: [C:1]1([C:7]2([C:14]3[CH:19]=[CH:18][CH:17]=[CH:16][CH:15]=3)[CH2:12][CH2:11][C:10](=[O:13])[CH2:9][CH2:8]2)[CH:6]=[CH:5][CH:4]=[CH:3][CH:2]=1.[Br:20]C1CC(C(C)C)CCC1=O>>[Br:20][CH:11]1[CH2:12][C:7]([C:14]2[CH:19]=[CH:18][CH:17]=[CH:16][CH:15]=2)([C:1]2[CH:2]=[CH:3][CH:4]=[CH:5][CH:6]=2)[CH2:8][CH2:9][C:10]1=[O:13]. Procedure details: The bromination of 4,4-diphenylcyclohexanone takes place in a manner similar to that described above for the preparation of 2-bromo-4-isopropyl-cyclohexanone. The title compound is reacted as a crude product without further characterization. Procedure details: Prepared according to the procedure described in Example 33, Step 6, using the following starting materials: [2′-(3-cyano-1-ethyl-2-phenyl-isoureidomethyl)-6-methoxy-4′-trifluoromethyl-biphenyl-3-yl]-acetic acid ethyl ester and 4-methoxybenzylamine. Yields the product C(C)OC(CC=1C=C(C(=CC1)OC)C1=C(C=C(C=C1)C(F)(F)F)CN(C(=NCC1=CC=C(C=C1)OC)NC#N)CC)=O ({2′-[N″-Cyano-N-ethyl-N′-(4-methoxy-benzyl)-guanidinomethyl]-6-methoxy-4′-trifluoromethyl-biphenyl-3-yl}-acetic acid ethyl ester). Reaction SMILES: [CH2:1]([O:3][C:4](=[O:39])[CH2:5][C:6]1[CH:7]=[C:8]([C:14]2[CH:19]=[CH:18][C:17]([C:20]([F:23])([F:22])[F:21])=[CH:16][C:15]=2[CH2:24][N:25]([CH2:37][CH3:38])[C:26](=[N:34][C:35]#[N:36])OC2C=CC=CC=2)[C:9]([O:12][CH3:13])=[CH:10][CH:11]=1)[CH3:2].[CH3:40][O:41][C:42]1[CH:49]=[CH:48][C:45]([CH2:46][NH2:47])=[CH:44][CH:43]=1>>[CH2:1]([O:3][C:4](=[O:39])[CH2:5][C:6]1[CH:7]=[C:8]([C:14]2[CH:19]=[CH:18][C:17]([C:20]([F:21])([F:22])[F:23])=[CH:16][C:15]=2[CH2:24][N:25]([CH2:37][CH3:38])[C:26]([NH:34][C:35]#[N:36])=[N:47][CH2:46][C:45]2[CH:48]=[CH:49][C:42]([O:41][CH3:40])=[CH:43][CH:44]=2)[C:9]([O:12][CH3:13])=[CH:10][CH:11]=1)[CH3:2]. Starting materials: C(C)OC(CC=1C=C(C(=CC1)OC)C1=C(C=C(C=C1)C(F)(F)F)CN(C(OC1=CC=CC=C1)=NC#N)CC)=O ([2′-(3-cyano-1-ethyl-2-phenyl-isoureidomethyl)-6-methoxy-4′-trifluoromethyl-biphenyl-3-yl]-acetic acid ethyl ester), COC1=CC=C(CN)C=C1 (4-methoxybenzylamine). Reactants: OC=1C=C(C(=O)O)C=C(C1)C(F)(F)F (3-hydroxy-5-trifluoromethylbenzoic acid), CI (methyl iodide), C[O-].[Na+] (sodium methoxide). Run in CO (methanol). The product is COC=1C=C(C(=O)O)C=C(C1)C(F)(F)F (3Methoxy-5-trifluoromethylbenzoic Acid). Reaction SMILES: [OH:1][C:2]1[CH:3]=[C:4]([CH:8]=[C:9]([C:11]([F:14])([F:13])[F:12])[CH:10]=1)[C:5]([OH:7])=[O:6].[CH3:15]I.C[O-].[Na+]>CO>[CH3:15][O:1][C:2]1[CH:3]=[C:4]([CH:8]=[C:9]([C:11]([F:12])([F:13])[F:14])[CH:10]=1)[C:5]([OH:7])=[O:6] |f:2.3|. Reported procedure: This product is prepared according to the procedure of Example 5 and comprises contacting 3-hydroxy-5-trifluoromethylbenzoic acid with methyl iodide in methanol containing sodium methoxide as the base, m.p. 131°-135° C. Reactants: [Na] (sodium), C1(CCCCC1)CO (Cyclohexylmethanol), NC1=NC(=C(C(=N1)Cl)C=O)N(CC1=CC=CC=C1)CC1=CC=CC=C1 (2-Amino-4-chloro-6dibenzylamino-5-pyrimidine carbaldehyde). Run at time 90 minute. Product: NC1=NC(=C(C(=N1)OCC1CCCCC1)C=O)N(CC1=CC=CC=C1)CC1=CC=CC=C1 (2-Amino-4-cyclohexylmethoxy-6-dibenzylamino-5-pyrimidine Carbaldehyde). RXN SMILES: [Na].[NH2:2][C:3]1[N:8]=[C:7](Cl)[C:6]([CH:10]=[O:11])=[C:5]([N:12]([CH2:20][C:21]2[CH:26]=[CH:25][CH:24]=[CH:23][CH:22]=2)[CH2:13][C:14]2[CH:19]=[CH:18][CH:17]=[CH:16][CH:15]=2)[N:4]=1.[CH:27]1([CH2:33][OH:34])[CH2:32][CH2:31][CH2:30][CH2:29][CH2:28]1>>[NH2:2][C:3]1[N:8]=[C:7]([O:34][CH2:33][CH:27]2[CH2:32][CH2:31][CH2:30][CH2:29][CH2:28]2)[C:6]([CH:10]=[O:11])=[C:5]([N:12]([CH2:20][C:21]2[CH:26]=[CH:25][CH:24]=[CH:23][CH:22]=2)[CH2:13][C:14]2[CH:19]=[CH:18][CH:17]=[CH:16][CH:15]=2)[N:4]=1 |^1:0|. Procedure details: Cyclohexylmethanol (10 ml) and sodium (5 eq; 0.163 g) were reacted at 90° C. for 1 h. 2-Amino-4-chloro-6dibenzylamino-5-pyrimidine carbaldehyde (0.5 g; 1.42 mmol) was added and heating continued for 90 mins. Excess alcohol was removed by short path distillation under reduced pressure, and the product purified further by column chromatography. Product was shown to be contaminated with cyclohexylmethanol by visualisation of the alcohol with sulfuric acid spray (2%). The reactants are C(#N)C1=CC(=C(C=C1)C=1C=NN(C1O)C1=NC=C(C(=O)O)C=C1)C (6-(4-(4-cyano-2-methylphenyl)-5-hydroxy-1H-pyrazol-1-yl)nicotinic acid), COCC1(CCCC1)N (1-(methoxymethyl)cyclopentanamine). Yields the product C(#N)C1=CC(=C(C=C1)C=1C=NN(C1O)C1=NC=C(C(=O)NC2(CCCC2)COC)C=C1)C (6-(4-(4-cyano-2-methylphenyl)-5-hydroxy-1H-pyrazol-1-yl)-N-(1-(methoxymethyl)cyclopentyl)nicotinamide). RXN SMILES: [C:1]([C:3]1[CH:8]=[CH:7][C:6]([C:9]2[CH:10]=[N:11][N:12]([C:15]3[CH:23]=[CH:22][C:18]([C:19]([OH:21])=O)=[CH:17][N:16]=3)[C:13]=2[OH:14])=[C:5]([CH3:24])[CH:4]=1)#[N:2].[CH3:25][O:26][CH2:27][C:28]1([NH2:33])[CH2:32][CH2:31][CH2:30][CH2:29]1>>[C:1]([C:3]1[CH:8]=[CH:7][C:6]([C:9]2[CH:10]=[N:11][N:12]([C:15]3[CH:23]=[CH:22][C:18]([C:19]([NH:33][C:28]4([CH2:27][O:26][CH3:25])[CH2:32][CH2:31][CH2:30][CH2:29]4)=[O:21])=[CH:17][N:16]=3)[C:13]=2[OH:14])=[C:5]([CH3:24])[CH:4]=1)#[N:2]. Procedure details: The title compound was prepared in a manner similar to Example 112 using 6-(4-(4-cyano-2-methylphenyl)-5-hydroxy-1H-pyrazol-1-yl)nicotinic acid and 1-(methoxymethyl)cyclopentanamine. 1H NMR (400 MHz, DMSO-d6) δ ppm 1.45-1.74 (m, 6H) 1.94-2.08 (m, 2H) 2.37 (s, 3H) 3.20 (s, 3H) 3.54 (s, 2H) 7.59 (dd, J=7.96, 1.39 Hz, 1H) 7.66 (s, 1H) 7.70 (br. s., 1H) 8.04 (s, 1H) 8.06-8.18 (m, 1H) 8.33 (d, J=6.57 Hz, 2H) 8.75-8.86 (m, 1H) 12.59-13.45 (m, 1H). MS m/z [M+H]+ 432.2 The reactants are CO (methanol), Cl (hydrochloric acid), S1C=2N(C=C1)C(=NC2)CC(=O)OC (methyl (imidazo-[5,1-b]thiazol-5-yl)acetate), [BH4-].[Li+] (lithium borohydride), [BH4-].[Li+] (lithium borohydride). Run in C(C)O (ethanol). Conditions: time 30 minute. The product is OCCC1=NC=C2SC=CN21 (5-(2-Hydroxyethyl)imidazo[5,1-b]thiazole). The yield is 67.7%. As a reaction SMILES: [S:1]1[CH:5]=[CH:4][N:3]2[C:6]([CH2:9][C:10](OC)=[O:11])=[N:7][CH:8]=[C:2]12.[BH4-].[Li+].CO.Cl>C(O)C>[OH:11][CH2:10][CH2:9][C:6]1[N:3]2[C:2]([S:1][CH:5]=[CH:4]2)=[CH:8][N:7]=1 |f:1.2|. Reported procedure: To a solution of 1.10 g (5.62 mmol) of methyl (imidazo-[5,1-b]thiazol-5-yl)acetate in 15 ml of ethanol was added 61 mg (2.8 mmol) of lithium borohydride with ice-cooling, and the mixture was stirred at room temperature for 30 minutes. To this was added 130 mg (5.6 mmol) of lithium borohydride. The mixture was stirred at room temperature for 3 hours, and allowed to stand overnight in a refrigerator. 20 ml of methanol and 2 ml of concentrated hydrochloric acid were added to the reaction solution w... Reactants: CC(C)(C)c1ccc(OS(=O)(=O)C(F)(F)F)c(Cl)c1, CC(=O)[O-], CC(=O)[O-], NCCc1ccc(F)cc1, CN(C)C=O, c1ccc(P(CCCP(c2ccccc2)c2ccccc2)c2ccccc2)cc1, [Pd+2]. Product: CC(C)(C)c1ccc(C(=O)NCCc2ccc(F)cc2)c(Cl)c1. Reaction SMILES: [C:1]([CH3:2])([CH3:3])([CH3:4])[c:5]1[cH:6][c:7]([Cl:19])[c:8]([O:11][S:12]([C:13]([F:14])([F:15])[F:16])(=[O:17])=[O:18])[cH:9][cH:10]1.[C:64]([O-:65])(=[O:66])[CH3:67].[C:69]([O-:70])(=[O:71])[CH3:72].[F:20][c:21]1[cH:22][cH:23][c:24]([CH2:27][CH2:28][NH2:29])[cH:25][cH:26]1.[O:59]=[CH:60][N:61]([CH3:62])[CH3:63].[P:30]([CH2:31][CH2:32][CH2:33][P:34]([c:35]1[cH:36][cH:37][cH:38][cH:39][cH:40]1)[c:41]1[cH:42][cH:43][cH:44][cH:45][cH:46]1)([c:47]1[cH:48][cH:49][cH:50][cH:51][cH:52]1)[c:53]1[cH:54][cH:55][cH:56][cH:57][cH:58]1.[Pd+2:68]>>[C:1]([CH3:2])([CH3:3])([CH3:4])[c:5]1[cH:6][c:7]([Cl:19])[c:8]([C:60]([NH:29][CH2:28][CH2:27][c:24]2[cH:23][cH:22][c:21]([F:20])[cH:26][cH:25]2)=[O:59])[cH:9][cH:10]1.